Dataset: the Open Reaction Database (ORD), a public repository of structured organic reaction records. Task: describe an organic reaction: reactants, conditions, products, and yield The reactants are C1(CC1)CCOC1=CC2=C(N=C(O2)N2CCC(CC2)OC[C@H](C)NC(OC(C)(C)C)=O)C=C1 (tert-butyl [(1S)-2-({1-[6-(2-cyclopropylethoxy)-1,3-benzoxazol-2-yl]piperidin-4-yl}oxy)-1-methylethyl]carbamate), Cl.C(C)(=O)OCC (hydrogen chloride ethyl acetate). Reaction conditions: time 15 minute. The product is C1(CC1)CCOC1=CC2=C(N=C(O2)N2CCC(CC2)OC[C@H](C)NC(C)=O)C=C1 (N-[(1S)-2-({1-[6-(2-cyclopropylethoxy)-1,3-benzoxazol-2-yl]piperidin-4-yl}oxy)-1-methylethyl]acetamide). As a reaction SMILES: [CH:1]1([CH2:4][CH2:5][O:6][C:7]2[CH:33]=[CH:32][C:10]3[N:11]=[C:12]([N:14]4[CH2:19][CH2:18][CH:17]([O:20][CH2:21][C@@H:22]([NH:24][C:25](=O)[O:26]C(C)(C)C)[CH3:23])[CH2:16][CH2:15]4)[O:13][C:9]=3[CH:8]=2)[CH2:3][CH2:2]1.Cl.[C:35](OCC)(=O)C>>[CH:1]1([CH2:4][CH2:5][O:6][C:7]2[CH:33]=[CH:32][C:10]3[N:11]=[C:12]([N:14]4[CH2:19][CH2:18][CH:17]([O:20][CH2:21][C@@H:22]([NH:24][C:25](=[O:26])[CH3:35])[CH3:23])[CH2:16][CH2:15]4)[O:13][C:9]=3[CH:8]=2)[CH2:2][CH2:3]1 |f:1.2|. Reported procedure: To tert-butyl [(1S)-2-({1-[6-(2-cyclopropylethoxy)-1,3-benzoxazol-2-yl]piperidin-4-yl}oxy)-1-methylethyl]carbamate (190 mg) was added 4M hydrogen chloride/ethyl acetate (5 mL), and the mixture was stirred at room temperature for 15 min, and concentrated. Pyridine (10 mL) and acetic anhydride (5 mL) were added to the residue, and the mixture was stirred at room temperature for 15 min. The reaction mixture was concentrated under reduced pressure and the residue was purified by silica gel chromatog... The reactants are C1CCC2=NCCCN2CC1, C1CCOC1, CS(N)(=O)=O, Cc1cc(I)ccc1Nc1cnccc1C(=O)O. Yields the product Cc1cc(I)ccc1Nc1cnccc1C(=O)NS(C)(=O)=O. Reaction SMILES: [CH2:24]1[CH2:25][CH2:26][C:27]2=[N:32][CH2:31][CH2:30][CH2:29][N:28]2[CH2:33][CH2:34]1.[CH2:35]1[O:36][CH2:37][CH2:38][CH2:39]1.[CH3:19][S:20](=[O:21])(=[O:22])[NH2:23].[I:1][c:2]1[cH:3][c:4]([CH3:18])[c:5]([NH:8][c:9]2[c:10]([C:11](=[O:12])[OH:13])[cH:14][cH:15][n:16][cH:17]2)[cH:6][cH:7]1>>[I:1][c:2]1[cH:3][c:4]([CH3:18])[c:5]([NH:8][c:9]2[c:10]([C:11](=[O:12])[NH:23][S:20]([CH3:19])(=[O:21])=[O:22])[cH:14][cH:15][n:16][cH:17]2)[cH:6][cH:7]1.